From a dataset of the Open Reaction Database (ORD), a public repository of structured organic reaction records. describe an organic reaction: reactants, conditions, products, and yield Reactants: C1(=CC=CC=C1)P(C1=CC=CC=C1)C1=CC=CC=C1 (Triphenylphosphine), BrBr (bromine), N1C=NC=C1 (imidazole), COC(COCCCCO)=O ((4-hydroxy-butoxy)-acetic acid methyl ester). The solvent is C(Cl)Cl (CH2Cl2). Conditions: time 1 hour. The product is COC(COCCCCBr)=O ((4-bromo-butoxy)-acetic acid methyl ester). The yield is 50.4%. RXN SMILES: C1(P(C2C=CC=CC=2)C2C=CC=CC=2)C=CC=CC=1.[Br:20]Br.N1C=CN=C1.[CH3:27][O:28][C:29](=[O:37])[CH2:30][O:31][CH2:32][CH2:33][CH2:34][CH2:35]O>C(Cl)Cl>[CH3:27][O:28][C:29](=[O:37])[CH2:30][O:31][CH2:32][CH2:33][CH2:34][CH2:35][Br:20]. Procedure details: Triphenylphosphine (5.59 g, 21.3 mmol), bromine (1.1 mL, 21.5 mmol) and imidazole (1.41 g, 20.7 mmol) were sequentially added to a solution of (4-hydroxy-butoxy)-acetic acid methyl ester (2.88 g, 17.8 mmol) in CH2Cl2 (15 mL) at 0° C. under nitrogen. After 1 h, the mixture was filtered through basic alumina, rinsing with 5% EtOAc/Hexane (40 mL). The filtrate was concentrated and the residue was purified by flash column chromatography (0%→20% EtOAc/Hexane) to afford 2.02 g (51%) of (4-bromo-butoxy... Starting materials: C(C(=O)O)(=O)O.C(C1=CC=CC=C1)N1C(CCCC1)CCC(C1=CC=CC=C1)(C1=CC=CC=C1)C#N (1-Benzyl-2-(3-cyano-3,3-diphenylpropyl)piperidine oxalate), [OH-].[Na+] (sodium hydroxide). Run in C(C)(=O)OCC (ethyl acetate). Conditions: time 26 hour. Yields the product C(#N)C(CCC1NCCCC1)(C1=CC=CC=C1)C1=CC=CC=C1 (2-(3-Cyano-3,3-diphenylpropyl)piperidine). Yield: 87.6%. As a reaction SMILES: C(O)(=O)C(O)=O.C([N:14]1[CH2:19][CH2:18][CH2:17][CH2:16][CH:15]1[CH2:20][CH2:21][C:22]([C:35]#[N:36])([C:29]1[CH:34]=[CH:33][CH:32]=[CH:31][CH:30]=1)[C:23]1[CH:28]=[CH:27][CH:26]=[CH:25][CH:24]=1)C1C=CC=CC=1.[OH-].[Na+]>C(OCC)(=O)C>[C:35]([C:22]([C:29]1[CH:34]=[CH:33][CH:32]=[CH:31][CH:30]=1)([C:23]1[CH:24]=[CH:25][CH:26]=[CH:27][CH:28]=1)[CH2:21][CH2:20][CH:15]1[CH2:16][CH2:17][CH2:18][CH2:19][NH:14]1)#[N:36] |f:0.1,2.3|. Procedure: 1-Benzyl-2-(3-cyano-3,3-diphenylpropyl)piperidine oxalate (3.70 g, 7.5 mmol--see Example 25) was partitioned between ethyl acetate and 0.5M aqueous sodium hydroxide solution and the organic layer was dried over magnesium sulphate and evaporated. The residue was dissolved in a mixture of acetic acid (5 ml), ethanol (5 ml) and water (2 ml) and the solution treated with sodium acetate (100 mg), palladium dichloride (100 mg) and charcoal. The mixture was stirred under 4 atmospheres of hydrogen at ro... The reactants are CC(C)(C)NC(=O)C1CCCCN1CC(O)C(Cc1ccccc1)NC(=O)C(CC(N)=O)NC(=O)c1cc2ccccc2cc1OCc1ccccc1, CCO. Product: CC(C)(C)NC(=O)C1CCCCN1CC(O)C(Cc1ccccc1)NC(=O)C(CC(N)=O)NC(=O)c1cc2ccccc2cc1O. RXN SMILES: [CH2:1]([c:2]1[cH:3][cH:4][cH:5][cH:6][cH:7]1)[O:8][c:9]1[c:10]([C:19](=[O:20])[NH:21][CH:22]([CH2:23][C:24]([NH2:25])=[O:26])[C:27](=[O:28])[NH:29][CH:30]([CH:31]([CH2:32][N:33]2[CH:34]([C:39](=[O:40])[NH:41][C:42]([CH3:43])([CH3:44])[CH3:45])[CH2:35][CH2:36][CH2:37][CH2:38]2)[OH:46])[CH2:47][c:48]2[cH:49][cH:50][cH:51][cH:52][cH:53]2)[cH:11][c:12]2[cH:13][cH:14][cH:15][cH:16][c:17]2[cH:18]1.[CH3:54][CH2:55][OH:56]>>[OH:8][c:9]1[c:10]([C:19](=[O:20])[NH:21][CH:22]([CH2:23][C:24]([NH2:25])=[O:26])[C:27](=[O:28])[NH:29][CH:30]([CH:31]([CH2:32][N:33]2[CH:34]([C:39](=[O:40])[NH:41][C:42]([CH3:43])([CH3:44])[CH3:45])[CH2:35][CH2:36][CH2:37][CH2:38]2)[OH:46])[CH2:47][c:48]2[cH:49][cH:50][cH:51][cH:52][cH:53]2)[cH:11][c:12]2[cH:13][cH:14][cH:15][cH:16][c:17]2[cH:18]1. As a reaction SMILES: C([O:8][CH2:9][CH2:10][C@H:11]1[CH2:16][N:15]([C:17]2[CH:22]=[CH:21][CH:20]=[C:19]([CH3:23])[C:18]=2[CH3:24])[C:14](=[O:25])[CH2:13][N:12]1[C:26]([O:28][C:29]([CH3:32])([CH3:31])[CH3:30])=[O:27])C1C=CC=CC=1.[H][H]>CO.[Pd]>[C:29]([O:28][C:26]([N:12]1[C@@H:11]([CH2:10][CH2:9][OH:8])[CH2:16][N:15]([C:17]2[CH:22]=[CH:21][CH:20]=[C:19]([CH3:23])[C:18]=2[CH3:24])[C:14](=[O:25])[CH2:13]1)=[O:27])([CH3:31])([CH3:30])[CH3:32]. Solvent: CO (methanol). The reagents and catalysts are [Pd] (Pd/C). Procedure details: The product from Step D was dissolved in methanol (40 mL) and 10% Pd/C was added (0.160 g). The reaction was shaken under 60 psi hydrogen overnight. The catalyst was removed by filtration, and the solvent evaporated to give the title compound. Product: C(C)(C)(C)OC(=O)N1CC(N(C[C@@H]1CCO)C1=C(C(=CC=C1)C)C)=O (4-tert-Butoxycarbonyl-1-(2,3-dimethylphenyl)-5(S)-(2-hydroxyethyl)piperazin-2-one). The reactants are C(C1=CC=CC=C1)OCC[C@@H]1N(CC(N(C1)C1=C(C(=CC=C1)C)C)=O)C(=O)OC(C)(C)C (5(S)-(2-Benzyloxyethyl)-4-tert-butoxycarbonyl-1-(2,3-dimethylphenyl)piperazin-2-one), [H][H] (hydrogen). The reactants are CC(=O)Cl, O=CC(O)C(O)C(O)C(O)CO, OCc1ccccc1. Product: OCC1OC(O)(Cc2ccccc2)C(O)C(O)C1O. Reaction SMILES: [CH3:1][C:2](=[O:3])[Cl:4].[O:13]=[CH:14][CH:15]([OH:16])[CH:17]([OH:18])[CH:19]([OH:20])[CH:21]([OH:22])[CH2:23][OH:24].[OH:5][CH2:6][c:7]1[cH:8][cH:9][cH:10][cH:11][cH:12]1>>[CH2:6]([c:7]1[cH:8][cH:9][cH:10][cH:11][cH:12]1)[C:14]1([OH:13])[CH:15]([OH:16])[CH:17]([OH:18])[CH:19]([OH:20])[CH:21]([CH2:23][OH:24])[O:22]1. The reactants are OCCC1=COC2=C1C=CC(=C2)O (3-(2-hydroxy-ethyl)-benzofuran-6-ol), C(=O)([O-])[O-].[Cs+].[Cs+] (Cs2CO3), Cl.ClC=1SC=2C(=NC=CC2)N1 (2-chloro-thiazolo[4,5-b]pyridine hydrochloride). Solvent: CN(C)C=O (DMF). Conditions: time 15 hour. Product: S1C(=NC2=NC=CC=C21)OC2=CC1=C(C(=CO1)CCO)C=C2 (2-[6-(Thiazolo[4,5-b]pyridin-2-yloxy)-benzofuran-3-yl]-ethanol). Yield: 56.0%. As a reaction SMILES: [OH:1][CH2:2][CH2:3][C:4]1[C:8]2[CH:9]=[CH:10][C:11]([OH:13])=[CH:12][C:7]=2[O:6][CH:5]=1.C([O-])([O-])=O.[Cs+].[Cs+].Cl.Cl[C:22]1[S:23][C:24]2[C:25]([N:30]=1)=[N:26][CH:27]=[CH:28][CH:29]=2>CN(C=O)C>[S:23]1[C:24]2[C:25](=[N:26][CH:27]=[CH:28][CH:29]=2)[N:30]=[C:22]1[O:13][C:11]1[CH:10]=[CH:9][C:8]2[C:4]([CH2:3][CH2:2][OH:1])=[CH:5][O:6][C:7]=2[CH:12]=1 |f:1.2.3,4.5|. Procedure details: To a solution of 3-(2-hydroxy-ethyl)-benzofuran-6-ol (0.42 g, 2.4 mmol) in DMF (24 mL) was added Cs2CO3 (0.77 g, 2.4 mmol) and 2-chloro-thiazolo[4,5-b]pyridine hydrochloride (0.49 g, 2.4 mmol) and the reaction mixture was stirred (rt, 15 h) and then heated (50° C., 2 h). The reaction mixture was cooled (rt) and partitioned with EtOAc and brine (50 mL each). The aqueous layer was extracted with EtOAc (50 mL). The organic layer was washed with brine (50 mL), dried, filtered and concentrated in vac... Reactants: CCOC(=O)c1ccc(CNCc2cc(Br)ccc2OCc2ccccc2)cc1, CO, [Na+], [OH-]. As a reaction SMILES: [CH2:1]([c:2]1[cH:3][cH:4][cH:5][cH:6][cH:7]1)[O:8][c:9]1[c:10]([CH2:11][NH:12][CH2:13][c:14]2[cH:15][cH:16][c:17]([C:18](=[O:19])[O:20][CH2:21][CH3:22])[cH:23][cH:24]2)[cH:25][c:26]([Br:29])[cH:27][cH:28]1.[CH3:32][OH:33].[Na+:31].[OH-:30]>>[CH2:1]([c:2]1[cH:3][cH:4][cH:5][cH:6][cH:7]1)[O:8][c:9]1[c:10]([CH2:11][NH:12][CH2:13][c:14]2[cH:15][cH:16][c:17]([C:18](=[O:19])[OH:20])[cH:23][cH:24]2)[cH:25][c:26]([Br:29])[cH:27][cH:28]1. Yields the product O=C(O)c1ccc(CNCc2cc(Br)ccc2OCc2ccccc2)cc1.